This data is from the Open Reaction Database (ORD), a public repository of structured organic reaction records. The task is: describe an organic reaction: reactants, conditions, products, and yield Starting materials: C(C)OC1=NCC=2C=3C(=CC=CC13)NC2 (5-ethoxy-1,3-dihydropyrrolo[4,3,2-de]isoquinoline), C(C)(=O)NN (acetylhydrazine). The solvent is C(C)O (ethanol). Product: CC1=NN=C2N1CC=1C=3C(=CC=CC23)NC1 (4,6-Dihydro-8-methylpyrrolo[4,3,2-de]-s-triazolo[3,4-a]isoquinoline). As a reaction SMILES: C(O[C:4]1[C:13]2[CH:12]=[CH:11][CH:10]=[C:9]3[NH:14][CH:15]=[C:7]([C:8]=23)[CH2:6][N:5]=1)C.[C:16]([NH:19][NH2:20])(=O)[CH3:17]>C(O)C>[CH3:17][C:16]1[N:5]2[CH2:6][C:7]3[C:8]4[C:9]([NH:14][CH:15]=3)=[CH:10][CH:11]=[CH:12][C:13]=4[C:4]2=[N:20][N:19]=1. Reported procedure: Alternatively the title compound is prepared as follows. A suspension of 5-ethoxy-1,3-dihydropyrrolo[4,3,2-de]isoquinoline (9.0 g) in dry ethanol (140 ml) is treated with acetylhydrazine (5.0 g). The mixture is heated at reflux for 2 days. Ethanol is partially removed by distillation and ether-hexane added. The solid is collected from methanol to give the title compound.